Dataset: the Open Reaction Database (ORD), a public repository of structured organic reaction records. Task: describe an organic reaction: reactants, conditions, products, and yield The reactants are FC=1C=C(C=CC1OC)N1C=CC2=CC=CC=C12 (1-(3-Fluoro-4-methoxyphenyl)indole), ClN1C(CCC1=O)=O (N-chlorosuccinimide). The solvent is C(Cl)Cl (CH2Cl2). Run at temperature 25 celsius, time 2 hour. The product is FC=1C=C(C=CC1OC)N1C(CC2=CC=CC=C12)=O (1-(3-Fluoro-4-methoxyphenyl)-2(1H,3H)-indolone). As a reaction SMILES: [F:1][C:2]1[CH:3]=[C:4]([N:10]2[C:18]3[C:13](=[CH:14][CH:15]=[CH:16][CH:17]=3)[CH:12]=[CH:11]2)[CH:5]=[CH:6][C:7]=1[O:8][CH3:9].ClN1C(=[O:25])CCC1=O>C(Cl)Cl>[F:1][C:2]1[CH:3]=[C:4]([N:10]2[C:18]3[C:13](=[CH:14][CH:15]=[CH:16][CH:17]=3)[CH2:12][C:11]2=[O:25])[CH:5]=[CH:6][C:7]=1[O:8][CH3:9]. Procedure: 1-(3-Fluoro-4-methoxyphenyl)indole (7.0 g, 0.029 mole), N-chlorosuccinimide (98%, 4.14 g, 0.0304 mole) and CH2Cl2 (200 ml) were combined and stirred 2 hours at 25° C., producing a solution which was evaporated in vacuo to a semisolid. The latter was diluted with 120 ml CH3CO2H and warmed to 70°. H3POl4 (85%, 31.3 ml) was added in one portion, the mixture was refluxed 1 hour, cooled, gasified with saturated Na2CO3 and extracted 4×100 ml ethyl acetate. The organic layers were combined, dried over ... Product: Cc1ccccc1Nc1nc2ccc(CC(=O)O)cc2o1. Starting materials: C1CCOC1, COC(=O)Cc1ccc2nc(Nc3ccccc3C)oc2c1, Cl, [Na+], [OH-]. RXN SMILES: [CH2:1]1[O:2][CH2:3][CH2:4][CH2:5]1.[CH3:8][c:9]1[c:10]([NH:15][c:16]2[o:17][c:18]3[c:19]([n:20]2)[cH:21][cH:22][c:23]([CH2:25][C:26](=[O:27])[O:28][CH3:29])[cH:24]3)[cH:11][cH:12][cH:13][cH:14]1.[ClH:30].[Na+:7].[OH-:6]>>[CH3:8][c:9]1[c:10]([NH:15][c:16]2[o:17][c:18]3[c:19]([n:20]2)[cH:21][cH:22][c:23]([CH2:25][C:26](=[O:27])[OH:28])[cH:24]3)[cH:11][cH:12][cH:13][cH:14]1. Reactants: CC(C)Cn1c(CN(C(=O)[O-])C(C)(C)C)c(-c2ccccc2)c2cc(-c3nsc(=O)[nH]3)ccc2c1=O, CCOC(C)=O, Cl, C1CCOC1. The product is Cl, CC(C)Cn1c(CN)c(-c2ccccc2)c2cc(-c3nsc(=O)[nH]3)ccc2c1=O. RXN SMILES: [C:1]([N:5]([C:2](=[O:3])[O-:4])[CH2:9][c:10]1[n:11]([CH2:33][CH:34]([CH3:35])[CH3:36])[c:12](=[O:32])[c:13]2[cH:14][cH:15][c:16](-[c:26]3[n:27][s:28][c:29](=[O:31])[nH:30]3)[cH:17][c:18]2[c:19]1-[c:20]1[cH:21][cH:22][cH:23][cH:24][cH:25]1)([CH3:6])([CH3:7])[CH3:8].[CH3:43][CH2:44][O:45][C:46](=[O:47])[CH3:48].[ClH:37].[O:38]1[CH2:39][CH2:40][CH2:41][CH2:42]1>>[ClH:37].[NH2:5][CH2:9][c:10]1[n:11]([CH2:33][CH:34]([CH3:35])[CH3:36])[c:12](=[O:32])[c:13]2[cH:14][cH:15][c:16](-[c:26]3[n:27][s:28][c:29](=[O:31])[nH:30]3)[cH:17][c:18]2[c:19]1-[c:20]1[cH:21][cH:22][cH:23][cH:24][cH:25]1. Run in C1(=CC=CC=C1)C (toluene), C1(=CC=CC=C1)C (toluene), C1(=CC=CC=C1)C (toluene). Run at time 1 hour. Reported procedure: The catalyst F (71 mg, 0.1 mmol) previously synthesized was dissolved into 15 ml of toluene at room temperature under an argon atmosphere in a Schlenck tube, and then 1.8 ml of a toluene solution (aluminum: 10 atomic %) of methyl aluminoxane which is a co-catalyst was added thereto so as to adjust a catalyst solution. In the meantime, 1,3-cyclohexadiene (8 g, 0.1 mol) and propylene (12.6 g, 0.3 mol) as monomers were dissolved into 15 ml of toluene at room temperature under an argon atmosphere. W... Yields the product C1=CC=CCC1.C=CC (cyclohexadiene propylene). The reactants are C1=CC=CCC1 (1,3-cyclohexadiene), C=CC (propylene), methyl aluminoxane. The reagents and catalysts are catalyst F. As a reaction SMILES: [CH:1]1[CH2:6][CH2:5][CH:4]=[CH:3][CH:2]=1.[CH2:7]=[CH:8][CH3:9]>C1(C)C=CC=CC=1>[CH:6]1[CH2:5][CH2:4][CH:3]=[CH:2][CH:1]=1.[CH2:7]=[CH:8][CH3:9] |f:3.4|. Reported procedure: Tert-butyl-[3-(4-chloro-benzenesulfonyl)-3-(2,3,6-trifluoro-phenyl)-propoxy]-dimethyl-silane (2.62 g, 5.47 mmol) was dissolved in 80 mL of THF and tetrabutylammonium fluoride (1.96 g, 7.51 mmol) was added at room temperature. The solution was stirred at room temperature overnight. 200 mL of EtOAc and 200 mL of water were added and the organic layer was separated. The organic layer was dried over Na2SO4 and concentrated. The product was purified by column chromatography using hex./EtOAc as the el... Run in C1CCOC1 (THF). As a reaction SMILES: C([Si]([O:8][CH2:9][CH2:10][CH:11]([S:21]([C:24]1[CH:29]=[CH:28][C:27]([Cl:30])=[CH:26][CH:25]=1)(=[O:23])=[O:22])[C:12]1[C:17]([F:18])=[CH:16][CH:15]=[C:14]([F:19])[C:13]=1[F:20])(C)C)(C)(C)C.[F-].C([N+](CCCC)(CCCC)CCCC)CCC.C(OCC)(=O)C.O>C1COCC1>[Cl:30][C:27]1[CH:28]=[CH:29][C:24]([S:21]([CH:11]([C:12]2[C:17]([F:18])=[CH:16][CH:15]=[C:14]([F:19])[C:13]=2[F:20])[CH2:10][CH2:9][OH:8])(=[O:22])=[O:23])=[CH:25][CH:26]=1 |f:1.2|. The product is ClC1=CC=C(C=C1)S(=O)(=O)C(CCO)C1=C(C(=CC=C1F)F)F (3-(4-Chloro-benzenesulfonyl)-3-(2,3,6-trifluoro-phenyl)-propan-1-ol). Reactants: C(C)(C)(C)[Si](C)(C)OCCC(C1=C(C(=CC=C1F)F)F)S(=O)(=O)C1=CC=C(C=C1)Cl (Tert-butyl-[3-(4-chloro-benzenesulfonyl)-3-(2,3,6-trifluoro-phenyl)-propoxy]-dimethyl-silane), C(C)(=O)OCC (Ethyl acetate), O (water), [F-].C(CCC)[N+](CCCC)(CCCC)CCCC (tetrabutylammonium fluoride). Conditions: time 8 hour. Reactants: [Al+3], CCCCCCCCNc1nc(C(=O)[O-])cs1, [H-], [H-], [H-], [H-], [Li+], C1CCOC1. The product is CCCCCCCCNc1nc(CO)cs1. RXN SMILES: [Al+3:19].[CH2:1]([CH2:2][CH2:3][CH2:4][CH2:5][CH2:6][CH2:7][CH3:8])[NH:9][c:10]1[s:11][cH:12][c:13]([C:15](=[O:16])[O-:17])[n:14]1.[H-:18].[H-:21].[H-:22].[H-:23].[Li+:20].[O:24]1[CH2:25][CH2:26][CH2:27][CH2:28]1>>[CH2:1]([CH2:2][CH2:3][CH2:4][CH2:5][CH2:6][CH2:7][CH3:8])[NH:9][c:10]1[s:11][cH:12][c:13]([CH2:15][OH:16])[n:14]1.